This data is from the Open Reaction Database (ORD), a public repository of structured organic reaction records. The task is: describe an organic reaction: reactants, conditions, products, and yield Reactants: CS(N)(=O)=O, O=C(O)C=Cc1ccc(C2c3ccccc3CCC2c2ccccc2)cc1. RXN SMILES: [CH3:28][S:29](=[O:30])(=[O:31])[NH2:32].[c:1]1([CH:7]2[CH:8]([c:17]3[cH:18][cH:19][c:20]([CH:23]=[CH:24][C:25](=[O:26])[OH:27])[cH:21][cH:22]3)[c:9]3[cH:10][cH:11][cH:12][cH:13][c:14]3[CH2:15][CH2:16]2)[cH:2][cH:3][cH:4][cH:5][cH:6]1>>[c:1]1([CH:7]2[CH:8]([c:17]3[cH:18][cH:19][c:20]([CH:23]=[CH:24][C:25](=[O:27])[NH:32][S:29]([CH3:28])(=[O:30])=[O:31])[cH:21][cH:22]3)[c:9]3[cH:10][cH:11][cH:12][cH:13][c:14]3[CH2:15][CH2:16]2)[cH:2][cH:3][cH:4][cH:5][cH:6]1. Product: CS(=O)(=O)NC(=O)C=Cc1ccc(C2c3ccccc3CCC2c2ccccc2)cc1. Starting materials: BrBr (bromine), BrBr (bromine), CC(C(=O)NC1=C(C=CC=C1)C1=NC=CC=N1)(C)C (2,2-dimethyl-N-(2-pyrimidin-2-yl-phenyl)-propionamide). Solvent: C(C)(=O)O (acetic acid), C(C)(=O)O (acetic acid), C(C)(=O)O (acetic acid), [O-]S(=O)(=S)[O-].[Na+].[Na+] (Na2S2O3). Run at time 5 hour. The product is BrC1=CC(=C(C=C1)NC(C(C)(C)C)=O)C1=NC=CC=N1 (N-(4-Bromo-2-pyrimidin-2-yl-phenyl)-2,2-dimethyl-propionamide). Yield: 113.0%. As a reaction SMILES: [CH3:1][C:2]([CH3:19])([CH3:18])[C:3]([NH:5][C:6]1[CH:11]=[CH:10][CH:9]=[CH:8][C:7]=1[C:12]1[N:17]=[CH:16][CH:15]=[CH:14][N:13]=1)=[O:4].[Br:20]Br>C(O)(=O)C.[O-]S([O-])(=S)=O.[Na+].[Na+]>[Br:20][C:9]1[CH:10]=[CH:11][C:6]([NH:5][C:3](=[O:4])[C:2]([CH3:19])([CH3:18])[CH3:1])=[C:7]([C:12]2[N:13]=[CH:14][CH:15]=[CH:16][N:17]=2)[CH:8]=1 |f:3.4.5|. Procedure details: To a room temperature suspension of 2,2-dimethyl-N-(2-pyrimidin-2-yl-phenyl)-propionamide (˜117 grams, 437 mmoles) in acetic acid (1 L) was added bromine (67 mL, 1.31 moles) as a solution in 100 mL of acetic acid over a 1 hour period. The heterogenous mixture was stirred at room temperature for 5 hours over which time a thick precipitate formed. The mixture was then poured over ice, diluted with 1N Na2S2O3 (2 L), and stirred for 1 hour. The solids were filtered, resuspended in water (2 L), stirr... The reactants are C[C@H]1[C@@H](CN(C1)CC=1C=NC(=NC1)C)C=1NC(C2=C(N1)N(N=C2)C2CCOCC2)=O (6-{(3S,4S)-4-methyl-1-[(2-methylpyrimidin-5-yl)methyl]pyrrolidin-3-yl}-1-(tetrahydro-2H-pyran-4-yl)-1,5-dihydro-4H-pyrazolo[3,4-d]pyrimidin-4-one), CN1C(=NC=2C=NC=CC21)C=O (1-methyl-1H-imidazo[4,5-c]pyridine-2-carbaldehyde). The product is C[C@H]1[C@@H](CN(C1)CC=1N(C2=C(C=NC=C2)N1)C)C=1NC(C2=C(N1)N(N=C2)C2CCOCC2)=O (6-{(3S,4S)-4-methyl-1-[(1-methyl-1H-imidazo[4,5-c]pyridin-2-yl)methyl]pyrrolidin-3-yl}-1-(tetrahydro-2H-pyran-4-yl)-1,5-dihydro-4H-pyrazolo[3,4-d]pyrimidin-4-one). Reaction SMILES: [CH3:1][C@@H:2]1[CH2:6][N:5](CC2C=NC(C)=NC=2)[CH2:4][C@H:3]1[C:15]1[NH:16][C:17](=[O:30])[C:18]2[CH:23]=[N:22][N:21]([CH:24]3[CH2:29][CH2:28][O:27][CH2:26][CH2:25]3)[C:19]=2[N:20]=1.[CH3:31][N:32]1[C:40]2[CH:39]=[CH:38][N:37]=[CH:36][C:35]=2[N:34]=[C:33]1[CH:41]=O>>[CH3:1][C@@H:2]1[CH2:6][N:5]([CH2:41][C:33]2[N:32]([CH3:31])[C:40]3[CH:39]=[CH:38][N:37]=[CH:36][C:35]=3[N:34]=2)[CH2:4][C@H:3]1[C:15]1[NH:16][C:17](=[O:30])[C:18]2[CH:23]=[N:22][N:21]([CH:24]3[CH2:29][CH2:28][O:27][CH2:26][CH2:25]3)[C:19]=2[N:20]=1. Reported procedure: Following the procedure for the preparation of 6-{(3S,4S)-4-methyl-1-[(2-methylpyrimidin-5-yl)methyl]pyrrolidin-3-yl}-1-(tetrahydro-2H-pyran-4-yl)-1,5-dihydro-4H-pyrazolo[3,4-d]pyrimidin-4-one but substituting 1-methyl-1H-imidazo[4,5-c]pyridine-2-carbaldehyde provided the title compound. 400 MHz 1H NMR (CDCl3) δ 10.83 (brs 1H), 9.01 (s, 1H), 8.41 (d, J=15.8 Hz, 1H), 7.98 (s, 1H), 7.30 (d, J=4.98 Hz, 1H), 4.79-4.75 (m, 1H), 4.13-4.06 (m, 3H), 4.00-3.96 (s, 4H), 3.60-3.52 (m, 2H), 3.30 (t, J=8.7 H... Reactants: CCCC[N+](CCCC)(CCCC)CCCC, C1CCOC1, COC(=O)C=CC=CCBr, CCOC(C)=O, [I-], [Na+], O=S([O-])c1ccccc1. Yields the product COC(=O)C=CC=CCS(=O)(=O)c1ccccc1. Reaction SMILES: [CH2:22]([N+:23]([CH2:24][CH2:25][CH2:26][CH3:27])([CH2:28][CH2:29][CH2:30][CH3:31])[CH2:32][CH2:33][CH2:34][CH3:35])[CH2:36][CH2:37][CH3:38].[CH2:39]1[O:40][CH2:41][CH2:42][CH2:43]1.[CH3:1][O:2][C:3]([CH:4]=[CH:5][CH:6]=[CH:7][CH2:8][Br:9])=[O:10].[CH3:44][CH2:45][O:46][C:47](=[O:48])[CH3:49].[I-:21].[Na+:20].[c:11]1([S:17](=[O:18])[O-:19])[cH:12][cH:13][cH:14][cH:15][cH:16]1>>[CH3:1][O:2][C:3]([CH:4]=[CH:5][CH:6]=[CH:7][CH2:8][S:17]([c:11]1[cH:12][cH:13][cH:14][cH:15][cH:16]1)(=[O:18])=[O:19])=[O:10].